This data is from the Open Reaction Database (ORD), a public repository of structured organic reaction records. The task is: describe an organic reaction: reactants, conditions, products, and yield The reactants are CCCc1ccc(C2CCC(O)CC2)cc1, CCCCCC1CCC(C2CCC(C(=O)O)CC2)CC1, CC#N, CN(C)C=O, O=C(Cl)C(=O)Cl, [Na+], [Na+], O=C([O-])[O-], c1ccncc1. The product is CCCCCC1CCC(C2CCC(C(=O)OC3CCC(c4ccc(CCC)cc4)CC3)CC2)CC1. As a reaction SMILES: [CH2:27]([CH2:28][CH3:29])[c:30]1[cH:31][cH:32][c:33]([CH:36]2[CH2:37][CH2:38][CH:39]([OH:42])[CH2:40][CH2:41]2)[cH:34][cH:35]1.[CH2:7]([CH2:8][CH2:9][CH2:10][CH3:11])[CH:12]1[CH2:13][CH2:14][CH:15]([CH:18]2[CH2:19][CH2:20][CH:21]([C:24](=[O:25])[OH:26])[CH2:22][CH2:23]2)[CH2:16][CH2:17]1.[CH3:49][C:50]#[N:51].[CH3:58][N:59]([CH3:60])[CH:61]=[O:62].[Cl:1][C:2]([C:3]([Cl:4])=[O:5])=[O:6].[Na+:43].[Na+:44].[O-:45][C:46](=[O:47])[O-:48].[cH:52]1[cH:53][cH:54][n:55][cH:56][cH:57]1>>[CH2:7]([CH2:8][CH2:9][CH2:10][CH3:11])[CH:12]1[CH2:13][CH2:14][CH:15]([CH:18]2[CH2:19][CH2:20][CH:21]([C:24]([O:25][CH:39]3[CH2:38][CH2:37][CH:36]([c:33]4[cH:32][cH:31][c:30]([CH2:27][CH2:28][CH3:29])[cH:35][cH:34]4)[CH2:41][CH2:40]3)=[O:26])[CH2:22][CH2:23]2)[CH2:16][CH2:17]1. The reactants are Cl (hydrochloric acid), [C].[C] (carbon carbon), Cl (hydrochloric acid), C(C1=CC=CC=C1)=C1C(NC(N1)=O)=O (5-benzalhydantoin), CO (methanol), Cl (hydrochloric acid), C(C1=CC=CC=C1)=C1C(NC(N1)=O)=O (5-benzalhydantoin). The reagents and catalysts are [Zn] (zinc), [Zn] (zinc), [Zn] (zinc), [Zn] (zinc). Run at time 30 minute. Yields the product C(N)(=O)N[C@@H](CC1=CC=CC=C1)C(=O)O (N-carbamylphenylalanine). As a reaction SMILES: Cl.[CH:2](=[C:9]1[NH:13][C:12](=[O:14])[NH:11][C:10]1=[O:15])[C:3]1[CH:8]=[CH:7][CH:6]=[CH:5][CH:4]=1.[C].[C].C[OH:19]>[Zn]>[C:12]([NH:13][C@H:9]([C:10]([OH:15])=[O:19])[CH2:2][C:3]1[CH:8]=[CH:7][CH:6]=[CH:5][CH:4]=1)(=[O:14])[NH2:11] |f:2.3|. Reported procedure: This Example shows the process in which hydrochloric acid is added first and then the zinc is added. A round bottom flask fitted with a stirrer, thermometer and condenser was charged with 10 grams of 5-benzalhydantoin (0.053 mole), 100 milliliters of methanol and then 21.0 grams of concentrated (37 weight percent) hydrochloric acid (0.213 mole of hydrogen chloride, 400 mole percent based on 5-benzalhydantoin) was added. To this was added very slowly with stirring 6.93 grams of zinc powder (0.106... Reactants: C1CCOC1, [Li]CCCC, c1cscn1, O=Cc1ccc2occc2c1. The product is OC(c1ccc2occc2c1)c1nccs1. RXN SMILES: [CH2:22]1[O:23][CH2:24][CH2:25][CH2:26]1.[CH3:6][CH2:7][CH2:8][CH2:9][Li:10].[cH:1]1[cH:2][s:3][cH:4][n:5]1.[o:11]1[cH:12][cH:13][c:14]2[c:15]1[cH:16][cH:17][c:18]([CH:20]=[O:21])[cH:19]2>>[cH:1]1[cH:2][s:3][c:4]([CH:20]([c:18]2[cH:17][cH:16][c:15]3[o:11][cH:12][cH:13][c:14]3[cH:19]2)[OH:21])[n:5]1.